Task: describe an organic reaction: reactants, conditions, products, and yield. Dataset: the Open Reaction Database (ORD), a public repository of structured organic reaction records Starting materials: BrBr (bromine), OC1=CC=C(C(=O)O)C=C1 (p-hydroxybenzoic acid), O (water). Solvent: C(C)(=O)O (acetic acid), C(C)(=O)O (acetic acid). The product is BrC=1C=C(C(=O)O)C=CC1O (3-bromo-4-hydroxybenzoic acid). The yield is 70.3%. RXN SMILES: [OH:1][C:2]1[CH:10]=[CH:9][C:5]([C:6]([OH:8])=[O:7])=[CH:4][CH:3]=1.[Br:11]Br.O>C(O)(=O)C>[Br:11][C:3]1[CH:4]=[C:5]([CH:9]=[CH:10][C:2]=1[OH:1])[C:6]([OH:8])=[O:7]. Procedure details: 50 g (0.37 mol) of commercially available p-hydroxybenzoic acid was dissolved in 370 ml glacial acetic acid by heating with stirring. Heating was continued after the acid dissolved and 59 g (0.37 mol) bromine dissolved in 60 ml glacial acetic acid was rapidly added to the boiling solution to avoid bumping. The solution was refluxed for six hours with continuing stirring. Following reflux, the reaction solution was permitted to stand and cooled to room temperature. The cooled solution was poured ... The reactants are ClC1=C(N)C=CC(=C1)I (2-chloro-4-iodoaniline), C(C)(C)(C)C1=NC(=CC=C1)C(C)(C)C (2,6-di-tert-butylpyridine), C(C(=O)Cl)(=O)Cl (Oxalyl chloride), O[C@](C(=O)O)(C(F)(F)F)C ((R)-(+)-2-hydroxy-2-methyl-3,3,3-trifluoropropanoic acid). Solvent: ClCCl (dichloromethane), ClCCl (dichloromethane), CN(C)C=O (DMF). Run at time 2 hour. Product: ClC1=C(C=CC(=C1)I)NC([C@@](C(F)(F)F)(C)O)=O ((R)-N-[2-Chloro-4-iodophenyl]-2-hydroxy-2-methyl-3,3,3-trifluoropropanamide). The yield is 73.4%. Reaction SMILES: C(Cl)(=O)C(Cl)=O.[OH:7][C@@:8]([CH3:16])([C:12]([F:15])([F:14])[F:13])[C:9](O)=[O:10].[Cl:17][C:18]1[CH:24]=[C:23]([I:25])[CH:22]=[CH:21][C:19]=1[NH2:20].C(C1C=CC=C(C(C)(C)C)N=1)(C)(C)C>ClCCl.CN(C=O)C>[Cl:17][C:18]1[CH:24]=[C:23]([I:25])[CH:22]=[CH:21][C:19]=1[NH:20][C:9](=[O:10])[C@:8]([OH:7])([CH3:16])[C:12]([F:15])([F:14])[F:13]. Procedure details: Oxalyl chloride (1.07 ml) was added dropwise to a stirred suspension of (R)-(+)-2-hydroxy-2-methyl-3,3,3-trifluoropropanoic acid (Method 9) (1.95 g) in dichloromethane (42 ml) and DMF (0.8 ml). The mixture was stirred at ambient temperature for 2 hours and was then added over 35 minutes to a solution of 2-chloro-4-iodoaniline (2.5 g) and 2,6-di-tert-butylpyridine (2.94 ml) in dichloromethane (40 ml) and stirred a further 18 hours. Volatile material was removed by evaporation and the residue was ... The product is COc1cc(N)c(F)cc1Br. Reactants: COc1cc([N+](=O)[O-])c(F)cc1Br, CCOCC, CC(=O)O, [Fe], O. Reaction SMILES: [Br:1][c:2]1[cH:3][c:4]([F:13])[c:5]([N+:10]([O-:11])=[O:12])[cH:6][c:7]1[O:8][CH3:9].[CH3:15][CH2:16][O:17][CH2:18][CH3:19].[CH3:20][C:21](=[O:22])[OH:23].[Fe:24].[OH2:14]>>[Br:1][c:2]1[cH:3][c:4]([F:13])[c:5]([NH2:10])[cH:6][c:7]1[O:8][CH3:9]. Yields the product C(C)(C)N(CCNC([C@H](CC1=CC=CC=C1)NC(=S)NC1=CC=C(C=C1)OC1=CC=C(C=C1)F)=O)C(C)C ((S)-N-(2-Diisopropylamino-ethyl)-2-{3-[4-(4-fluoro-phenoxy)-phenyl]-thioureido}-3-phenyl-propionamide). RXN SMILES: ClC1C=CC(OC2C=CC(NC(=O)[NH:15][C@@H:16]([CH2:29][C:30]3[CH:35]=[CH:34][CH:33]=[CH:32][CH:31]=3)[C:17]([NH:19][CH2:20][CH2:21][N:22]([CH:26]([CH3:28])[CH3:27])[CH:23]([CH3:25])[CH3:24])=[O:18])=CC=2)=CC=1.Cl.O1CCOCC1.[F:46][C:47]1[CH:62]=[CH:61][C:50]([O:51][C:52]2[CH:57]=[CH:56][C:55]([N:58]=[C:59]=[S:60])=[CH:54][CH:53]=2)=[CH:49][CH:48]=1>C(Cl)Cl>[CH:26]([N:22]([CH:23]([CH3:25])[CH3:24])[CH2:21][CH2:20][NH:19][C:17](=[O:18])[C@@H:16]([NH:15][C:59]([NH:58][C:55]1[CH:54]=[CH:53][C:52]([O:51][C:50]2[CH:61]=[CH:62][C:47]([F:46])=[CH:48][CH:49]=2)=[CH:57][CH:56]=1)=[S:60])[CH2:29][C:30]1[CH:35]=[CH:34][CH:33]=[CH:32][CH:31]=1)([CH3:27])[CH3:28]. The reactants are ClC1=CC=C(OC2=CC=C(C=C2)NC(N[C@H](C(=O)NCCN(C(C)C)C(C)C)CC2=CC=CC=C2)=O)C=C1 ((S)-2-{3-[4-(4-Chloro-phenoxy)-phenyl]-ureido}-N-(2-diisopropylamino-ethyl)-3-phenyl-propionamide), solution, Cl (HCl), O1CCOCC1 (dioxane), FC1=CC=C(OC2=CC=C(C=C2)N=C=S)C=C1 (4-(4-fluoro-phenoxy)-phenylisothiocyanate), FC1=CC=C(OC2=CC=C(C=C2)N=C=S)C=C1 (4-(4-fluoro-phenoxy)-phenylisothiocyanate). Reported procedure: To a solution of [(S)-1-(2-diisopropylamino-ethylcarbamoyl)-2-phenyl-ethyl]-carbamic acid tert-butyl ester (Example 3, step B) (0.093 g, 0.24 mmol) in CH2Cl2 (2 mL) a 4 M solution of HCl in dioxane (0.6 mL, 2.4 mmol) was added, and the mixture was stirred for 3 h at rt. The solvents were removed, and the residue was treated with CH2Cl2. The solvents were removed again under reduced pressure. The residue was dissolved in MeOH and treated with strongly basic ion exchange resin. After 10 min of sti... Run in C(Cl)Cl (CH2Cl2). Yield: 54.3%. Conditions: time 3 hour. Reactants: Cl (HCl), [N+](=O)([O-])C1=C(C#N)C(=CC=C1)[N+](=O)[O-] (2,6-dinitrobenzonitrile), CCOC(=O)C (EtOAc), O (water). Reagents/catalysts: [Fe] (iron), [Fe] (iron). The solvent is CO (MeOH), O1CCOCC1 (1,4-dioxane). Reaction conditions: temperature 70 celsius. Yields the product NC1=C(C#N)C(=CC=C1)[N+](=O)[O-] (2-amino-6-nitrobenzonitrile). Yield: 68.1%. As a reaction SMILES: Cl.[N+:2]([C:5]1[CH:12]=[CH:11][CH:10]=[C:9]([N+:13]([O-])=O)[C:6]=1[C:7]#[N:8])([O-:4])=[O:3].CCOC(C)=O.O>CO.O1CCOCC1.[Fe]>[NH2:13][C:9]1[CH:10]=[CH:11][CH:12]=[C:5]([N+:2]([O-:4])=[O:3])[C:6]=1[C:7]#[N:8]. Procedure: Concentrated HCl (39 mL) was added to a solution of 2,6-dinitrobenzonitrile (11.3 g, 58.5 mmol) in MeOH (235 mL) and 1,4-dioxane (145 mL) at 70° C. External heating was removed, and iron powder (11.44 g, 205 mmol) was added slowly in portions at a rate which maintained a temperature of 70° C. After the addition of iron was complete, the reaction was heated at reflux for a further 30 min, then cooled to room temperature and poured into EtOAc (400 mL) and water (400 mL). The solids were filtered o... Starting materials: COC(CCSCC=1C=C(C(=O)O)C=CC1)=O (3-((3-methoxy-3-oxopropylthio)methyl)benzoic acid), C(C(=O)Cl)(=O)Cl (oxalyl dichloride). The reagents and catalysts are CN(C=O)C (N,N-dimethylformamide). The solvent is ClCCl (dichloromethane). The product is ClC(=O)C=1C=C(CSCCC(=O)OC)C=CC1 (methyl 3-(3-(chlorocarbonyl)benzylthio)propanoate). Yield: 91.7%. Reaction SMILES: [CH3:1][O:2][C:3](=[O:17])[CH2:4][CH2:5][S:6][CH2:7][C:8]1[CH:9]=[C:10]([CH:14]=[CH:15][CH:16]=1)[C:11](O)=[O:12].C(Cl)(=O)C([Cl:21])=O>ClCCl.CN(C)C=O>[Cl:21][C:11]([C:10]1[CH:9]=[C:8]([CH:16]=[CH:15][CH:14]=1)[CH2:7][S:6][CH2:5][CH2:4][C:3]([O:2][CH3:1])=[O:17])=[O:12]. Procedure details: To a solution of 3-((3-methoxy-3-oxopropylthio)methyl)benzoic acid (61.6 mg, 0.24 mmol, 1.00 equiv) in dichloromethane (5 mL) was added dropwise oxalyl dichloride (121.76 mg, 0.96 mmol, 4.00 equiv) followed by a few drops of N,N-dimethylformamide. The resulting solution was heated to reflux for 30 min, then concentrated under vacuum to afford 60 mg (crude) of methyl 3-(3-(chlorocarbonyl)benzylthio)propanoate as a yellow oil. Starting materials: ClC=1C=CC=2N(N1)C(=NN2)CC=2C=C1C=CC=NC1=CC2 (6-((6-chloro-[1,2,4]triazolo[4,3-b]pyridazin-3-yl)methyl)quinoline), ClC1=C(C=CC(=C1)B1OC(C(O1)(C)C)(C)C)CO ((2-chloro-4-(4,4,5,5-tetramethyl-1,3,2-dioxaborolan-2-yl)phenyl)methanol), C([O-])([O-])=O.[Cs+].[Cs+] (cesium carbonate). The reagents and catalysts are C1=CC=C(C=C1)[PH+](C2=CC=CC=C2)[C]3[CH][CH][CH][CH]3.C1=CC=C(C=C1)[PH+](C2=CC=CC=C2)[C]3[CH][CH][CH][CH]3.C(Cl)Cl.Cl[Pd]Cl.[Fe] (dichloro[1,1′bis(diphenylphoshino)ferrocene]palladium(ii)dichloromethane adduct). Solvent: O1CCOCC1 (Dioxane), O (water). Conditions: temperature 100 celsius, time 90 minute. Product: ClC1=C(C=CC(=C1)C=1C=CC=2N(N1)C(=NN2)CC=2C=C1C=CC=NC1=CC2)CO ((2-chloro-4-(3-(quinolin-6-ylmethyl)-[1,2,4]-triazolo[4,3-b]pyridazin-6-yl)phenyl)methanol). Reaction SMILES: Cl[C:2]1[CH:3]=[CH:4][C:5]2[N:6]([C:8]([CH2:11][C:12]3[CH:13]=[C:14]4[C:19](=[CH:20][CH:21]=3)[N:18]=[CH:17][CH:16]=[CH:15]4)=[N:9][N:10]=2)[N:7]=1.[Cl:22][C:23]1[CH:28]=[C:27](B2OC(C)(C)C(C)(C)O2)[CH:26]=[CH:25][C:24]=1[CH2:38][OH:39].C(=O)([O-])[O-].[Cs+].[Cs+]>O1CCOCC1.O.C1C=CC([PH+]([C]2[CH][CH][CH][CH]2)C2C=CC=CC=2)=CC=1.C1C=CC([PH+]([C]2[CH][CH][CH][CH]2)C2C=CC=CC=2)=CC=1.C(Cl)Cl.Cl[Pd]Cl.[Fe]>[Cl:22][C:23]1[CH:28]=[C:27]([C:2]2[CH:3]=[CH:4][C:5]3[N:6]([C:8]([CH2:11][C:12]4[CH:13]=[C:14]5[C:19](=[CH:20][CH:21]=4)[N:18]=[CH:17][CH:16]=[CH:15]5)=[N:9][N:10]=3)[N:7]=2)[CH:26]=[CH:25][C:24]=1[CH2:38][OH:39] |f:2.3.4,7.8.9.10.11,^1:57,58,59,60,61,75,76,77,78,79|. Procedure: A suspension of 6-((6-chloro-[1,2,4]triazolo[4,3-b]pyridazin-3-yl)methyl)quinoline (170 mg, 575 μmol), (2-chloro-4-(4,4,5,5-tetramethyl-1,3,2-dioxaborolan-2-yl)phenyl)methanol (309 mg, 1150 μmol), dichloro[1,1′bis(diphenylphoshino)ferrocene]palladium(ii)dichloromethane adduct (126 mg, 172 μmol), cesium carbonate (749 mg, 2299 μmol) in Dioxane (0.3 mL) and water (0.3 mL) was sparged with argon for 5 min then heated to 100° C. with stirring. 1:30 am. After 90 min, LCMS suggests 95% conversion. Rea... The reactants are C(C1=CC=CC=C1)Br (benzyl bromide), [H-].[Na+] (NaH), NC1=CC(=NC(=N1)SC)O (6-amino-2-methylthio-4-hydroxypyrimidine). Solvent: CN(C)C=O (DMF), CN(C)C=O (DMF). Run at time 1.5 hour. The product is NC1=CC(N(C(=N1)SC)CC1=CC=CC=C1)=O (6-Amino-3-(phenylmethyl)-2-methylthiopyrimidin-4-(3H)-one). Reaction SMILES: [H-].[Na+].[NH2:3][C:4]1[N:9]=[C:8]([S:10][CH3:11])[N:7]=[C:6]([OH:12])[CH:5]=1.[CH2:13](Br)[C:14]1[CH:19]=[CH:18][CH:17]=[CH:16][CH:15]=1>CN(C=O)C>[NH2:3][C:4]1[N:9]=[C:8]([S:10][CH3:11])[N:7]([CH2:13][C:14]2[CH:19]=[CH:18][CH:17]=[CH:16][CH:15]=2)[C:6](=[O:12])[CH:5]=1 |f:0.1|. Reported procedure: To a slurry of 60% NaH dispersion (1.8 g=45 mmol) in 25 ml DMF at 10° C. add dropwise a solution of 6-amino-2-methylthio-4-hydroxypyrimidine (6.3 g=40 mmol) in 150 ml DMF. When gas evolution subsides, add benzyl bromide (7.5 g=44 mmol). Stir 1.5 hr. at room temperature. Remove DMF and partition the residue between EtOAc and water. Wash the organic layer with water, dry and concentrate. Recrystallize the residue from CH3CN to give the title compound, a white solid. FAB MS: M+1=248. The reactants are C1CNCCN1, CCO, Clc1cc2nc(Cl)c(Cl)nc2cc1Cl. The product is Clc1cc2nc(Cl)c(N3CCNCC3)nc2cc1Cl. RXN SMILES: [CH2:1]1[CH2:2][NH:3][CH2:4][CH2:5][NH:6]1.[CH3:21][CH2:22][OH:23].[Cl:7][c:8]1[n:9][c:10]2[cH:11][c:12]([Cl:20])[c:13]([Cl:19])[cH:14][c:15]2[n:16][c:17]1[Cl:18]>>[CH2:1]1[CH2:2][N:3]([c:17]2[c:8]([Cl:7])[n:9][c:10]3[cH:11][c:12]([Cl:20])[c:13]([Cl:19])[cH:14][c:15]3[n:16]2)[CH2:4][CH2:5][NH:6]1.